describe an organic reaction: reactants, conditions, products, and yield From a dataset of the Open Reaction Database (ORD), a public repository of structured organic reaction records. The reactants are C(CCCCCCCCCCC)C1C2C=CC(C1)C2 (5-dodecyl-2-norbornene), C=CCCCC (1-hexene), [I-].C(C)[Al+]CC (diethylaluminum iodide), C(O)CN (ethanolamine), Solution A. Run in C1=CC=CC=C1 (benzene). The product is C(CCCCCCCCCCC)C1C2C=CC(C1)C2.C=CCCCC (5-Dodecyl-2-Norbornene 1-Hexene). Reaction SMILES: [CH2:1]([CH:13]1[CH2:18][CH:17]2[CH2:19][CH:14]1[CH:15]=[CH:16]2)[CH2:2][CH2:3][CH2:4][CH2:5][CH2:6][CH2:7][CH2:8][CH2:9][CH2:10][CH2:11][CH3:12].[CH2:20]=[CH:21][CH2:22][CH2:23][CH2:24][CH3:25].[I-].C([Al+]CC)C.C(CN)O>C1C=CC=CC=1>[CH2:1]([CH:13]1[CH2:18][CH:17]2[CH2:19][CH:14]1[CH:15]=[CH:16]2)[CH2:2][CH2:3][CH2:4][CH2:5][CH2:6][CH2:7][CH2:8][CH2:9][CH2:10][CH2:11][CH3:12].[CH2:20]=[CH:21][CH2:22][CH2:23][CH2:24][CH3:25] |f:2.3,6.7|. Procedure: 50 ml dry benzene cosolvent, 5 ml 5-dodecyl-2-norbornene, 2 ml of the 1-hexene solution and 0.6 ml of the diethylaluminum iodide solution were charged to a dry, nitrogen-purged 7 oz. bottle with shaking. 0.75 ml of the MoCl5 solution was charged last, and the bottle was shaken. Polymerization occurred rapidly, and after about 1 hour the reaction was shortstopped with ethanolamine and Solution A. The polymer was recovered by coagulating, filtering, and vacuum drying and found to be a solid, ring-... The reactants are [Al+3], CCOC(=O)CCCc1nc(-n2ccnc2C)oc1-c1ccc(F)c2ccccc12, [H-], [H-], [H-], [H-], [Li+], C1CCOC1, O. Reaction SMILES: [Al+3:32].[F:1][c:2]1[cH:3][cH:4][c:5](-[c:12]2[c:13]([CH2:23][CH2:24][CH2:25][C:26](=[O:27])[O:28][CH2:29][CH3:30])[n:14][c:15](-[n:17]3[c:18]([CH3:22])[n:19][cH:20][cH:21]3)[o:16]2)[c:6]2[cH:7][cH:8][cH:9][cH:10][c:11]12.[H-:31].[H-:34].[H-:35].[H-:36].[Li+:33].[O:38]1[CH2:39][CH2:40][CH2:41][CH2:42]1.[OH2:37]>>[F:1][c:2]1[cH:3][cH:4][c:5](-[c:12]2[c:13]([CH2:23][CH2:24][CH2:25][CH2:26][OH:27])[n:14][c:15](-[n:17]3[c:18]([CH3:22])[n:19][cH:20][cH:21]3)[o:16]2)[c:6]2[cH:7][cH:8][cH:9][cH:10][c:11]12. The product is Cc1nccn1-c1nc(CCCCO)c(-c2ccc(F)c3ccccc23)o1. Reactants: C(C)(C)(C)N1S(C(=CC1=O)C1=CC=C(CC2(NC(CC2)=O)C(=O)OCC)C=C1)(=O)=O (Ethyl 2-[4-(2-tert-butyl-1,1-dioxido-3-oxo-2,3-dihydroisothiazol-5-yl)benzyl]-5-oxopyrrolidine-2-carboxylate), [H][H] (Hydrogen). The reagents and catalysts are [Pd] (Pd/C). The solvent is C(C)O (ethanol). Conditions: time 8 hour. Product: C(C)(C)(C)N1S(C(CC1=O)C1=CC=C(CC2(NC(CC2)=O)C(=O)OCC)C=C1)(=O)=O (ethyl 2-[4-(2-tert-butyl-1,1-dioxido-3-oxoisothiazolidin-5-yl)benzyl]-5-oxopyrrolidine-2-carboxylate). Isolated yield 95.8%. RXN SMILES: [C:1]([N:5]1[C:9](=[O:10])[CH:8]=[C:7]([C:11]2[CH:28]=[CH:27][C:14]([CH2:15][C:16]3([C:22]([O:24][CH2:25][CH3:26])=[O:23])[CH2:20][CH2:19][C:18](=[O:21])[NH:17]3)=[CH:13][CH:12]=2)[S:6]1(=[O:30])=[O:29])([CH3:4])([CH3:3])[CH3:2].[H][H]>C(O)C.[Pd]>[C:1]([N:5]1[C:9](=[O:10])[CH2:8][CH:7]([C:11]2[CH:28]=[CH:27][C:14]([CH2:15][C:16]3([C:22]([O:24][CH2:25][CH3:26])=[O:23])[CH2:20][CH2:19][C:18](=[O:21])[NH:17]3)=[CH:13][CH:12]=2)[S:6]1(=[O:30])=[O:29])([CH3:2])([CH3:3])[CH3:4]. Procedure: Ethyl 2-[4-(2-tert-butyl-1,1-dioxido-3-oxo-2,3-dihydroisothiazol-5-yl)benzyl]-5-oxopyrrolidine-2-carboxylate (24 mg, 0.055 mmol) was dissolved in ethanol (2.5 mL) and 10% Pd/C (10 mg, 0.09 mmol) was added. Hydrogen was added to a Parr shaker (58 psi) and shaken overnight. Purification by preparative LCMS gave the desired product as a colorless glass (23 mg, 95%). 1H NMR (400 MHz, CD3OD): δ 7.42 (d, J=8.2 Hz, 2H), 7.32 (d, J=8.2 Hz, 2H), 5.12 (t, J=8.9 Hz, 1H), 4.20 (q, J=7.2 Hz, 2H), 3.30 (m, 2H...